Task: describe an organic reaction: reactants, conditions, products, and yield. Dataset: the Open Reaction Database (ORD), a public repository of structured organic reaction records Starting materials: diazonium salt, NC=1C=C2CCCC2=CC1 (5-Aminoindane), N(=O)[O-].[Na+] (sodium nitrite), [Br-] (bromide). Run in Br (hydrobromic acid), Br (hydrobromic acid). Run at temperature -5 celsius, time 20 minute. Yields the product BrC=1C=C2CCCC2=CC1 (5-Bromo-2,3-dihydro-1H-indene). As a reaction SMILES: N[C:2]1[CH:3]=[C:4]2[C:8](=[CH:9][CH:10]=1)[CH2:7][CH2:6][CH2:5]2.N([O-])=O.[Na+].[Br-:15]>Br>[Br:15][C:2]1[CH:3]=[C:4]2[C:8](=[CH:9][CH:10]=1)[CH2:7][CH2:6][CH2:5]2 |f:1.2|. Reported procedure: 5-Aminoindane was treated with concentrated hydrobromic acid. The suspension was cooled to −5° C., and 5 M sodium nitrite solution was added at a temperature between 0° C. to 5° C. in period of 30 minutes through an addition funnel. Stirring was continued for 20 minutes at 0° C. to 5° C. The reaction mixture was now very dark fluid slurry. In a second reaction vessel, a solution of cupper (I) bromide in concentrated hydrobromic acid had been prepared and preheated to 40° C. When the diazonium sa... Starting materials: C1(CC1)NC(C1=CC(=C(C=C1)C)C=1C2=C(N=C(N1)S(=O)(=O)C)N(C(C=C2)=O)C2=C(C=CC=C2F)F)=O (N-cyclopropyl-3-[8-(2,6-difluorophenyl)-2-(methylsulfonyl)-7-oxo-7,8-dihydropyrido[2,3-d]pyrimidin-4-yl]-4-methylbenzamide), C(CC)NCCN (N-propyl-1,2-ethanediamine), Sulfoxide Sulfone. Yields the product C1(CC1)NC(C1=CC(=C(C=C1)C)C=1C2=C(N=C(N1)NCCNCCC)N(C(C=C2)=O)C2=C(C=CC=C2F)F)=O (N-cyclopropyl-3-(8-(2,6-difluorophenyl)-7-oxo-2-{[2-(propylamino)ethyl]amino}-7,8-dihydropyrido[2,3-d]pyrimidin-4-yl)-4-methylbenzamide). Reaction SMILES: [CH:1]1([NH:4][C:5](=[O:36])[C:6]2[CH:11]=[CH:10][C:9]([CH3:12])=[C:8]([C:13]3[C:14]4[CH:26]=[CH:25][C:24](=[O:27])[N:23]([C:28]5[C:33]([F:34])=[CH:32][CH:31]=[CH:30][C:29]=5[F:35])[C:15]=4[N:16]=[C:17](S(C)(=O)=O)[N:18]=3)[CH:7]=2)[CH2:3][CH2:2]1.[CH2:37]([NH:40][CH2:41][CH2:42][NH2:43])[CH2:38][CH3:39]>>[CH:1]1([NH:4][C:5](=[O:36])[C:6]2[CH:11]=[CH:10][C:9]([CH3:12])=[C:8]([C:13]3[C:14]4[CH:26]=[CH:25][C:24](=[O:27])[N:23]([C:28]5[C:33]([F:34])=[CH:32][CH:31]=[CH:30][C:29]=5[F:35])[C:15]=4[N:16]=[C:17]([NH:43][CH2:42][CH2:41][NH:40][CH2:37][CH2:38][CH3:39])[N:18]=3)[CH:7]=2)[CH2:3][CH2:2]1. Procedure: The title compound is prepared from N-cyclopropyl-3-[8-(2,6-difluorophenyl)-2-(methylsulfonyl)-7-oxo-7,8-dihydropyrido[2,3-d]pyrimidin-4-yl]-4-methylbenzamide and N-propyl-1,2-ethanediamine following the General Procedure for Sulfoxide/Sulfone Displacement, disclosed above. The concentrated reaction mixture is purified via reversed-phase HPLC. The desired product is obtained as a yellow solid (m.p. 120-134) >95% pure by HPLC (65 mg, 61%): LC-MS m/z 533 (M+H)+, 1.84 min (ret time). The reactants are C(C1=CC=CC=C1)OC(=O)C1=C(NC(=C(C1C1=CC=C(C=C1)[N+](=O)[O-])C(=O)OCCC#N)CC)CC (3-benzyloxycarbonyl-5-(2-cyanoethoxy) carbonyl-2,6-diethyl-1,4-dihydro-4-(4-nitrophenyl)pyridine), C(=O)O.CO (formic acid MeOH). The reagents and catalysts are [Pd] (Pd/C). Solvent: C(Cl)(Cl)Cl (CHCl3). The product is C(#N)CCOC(=O)C1=C(NC(=C(C1C1=CC=C(C=C1)[N+](=O)[O-])C(=O)O)CC)CC (3-(2-cyanoethoxy)carbonyl-2,6-diethyl-1,4-dihydro-4-(4-nitrophenyl)pyridine-5-carboxylic acid), powder. The yield is 87.0%. As a reaction SMILES: C([O:8][C:9]([C:11]1[CH:16]([C:17]2[CH:22]=[CH:21][C:20]([N+:23]([O-:25])=[O:24])=[CH:19][CH:18]=2)[C:15]([C:26]([O:28][CH2:29][CH2:30][C:31]#[N:32])=[O:27])=[C:14]([CH2:33][CH3:34])[NH:13][C:12]=1[CH2:35][CH3:36])=[O:10])C1C=CC=CC=1.C(O)=O.CO>C(Cl)(Cl)Cl.[Pd]>[C:31]([CH2:30][CH2:29][O:28][C:26]([C:15]1[CH:16]([C:17]2[CH:22]=[CH:21][C:20]([N+:23]([O-:25])=[O:24])=[CH:19][CH:18]=2)[C:11]([C:9]([OH:10])=[O:8])=[C:12]([CH2:35][CH3:36])[NH:13][C:14]=1[CH2:33][CH3:34])=[O:27])#[N:32] |f:1.2|. Reported procedure: The solution of 3-benzyloxycarbonyl-5-(2-cyanoethoxy) carbonyl-2,6-diethyl-1,4-dihydro-4-(4-nitrophenyl)pyridine (6.30 g, 13.0 mmol) in 250 ml of 4.4% (w/w) formic acid/MeOH mixture was stirred with Pd/C (10%, 6.0 g) for 30 min., the reaction was quenched by addition of 100 ml of CHCl3. The mixture was filtered and concentration of filtrate give a yellow powder, which was dissolved in CHCl3, washed with water and 1N HCl. After filtration and removal of solvent, 3-(2-cyanoethoxy)carbonyl-2,6-diet...